describe an organic reaction: reactants, conditions, products, and yield From a dataset of the Open Reaction Database (ORD), a public repository of structured organic reaction records. Starting materials: CC(=O)OCc1ccc2c(c1)C(=O)c1ccc(Br)cc1-2, C1CCOC1, C[O-], CO, CCOC(C)=O, [Na+], O=P([O-])([O-])[O-]. The product is O=C1c2cc(CO)ccc2-c2cc(Br)ccc21. RXN SMILES: [Br:1][c:2]1[cH:3][cH:4][c:5]2[c:13]([cH:14]1)-[c:12]1[c:7]([cH:8][c:9]([CH2:15][O:16][C:17](=[O:18])[CH3:19])[cH:10][cH:11]1)[C:6]2=[O:20].[CH2:31]1[O:32][CH2:33][CH2:34][CH2:35]1.[CH3:21][O-:22].[CH3:29][OH:30].[CH3:36][CH2:37][O:38][C:39](=[O:40])[CH3:41].[Na+:23].[O-:24][P:25](=[O:26])([O-:27])[O-:28]>>[Br:1][c:2]1[cH:3][cH:4][c:5]2[c:13]([cH:14]1)-[c:12]1[c:7]([cH:8][c:9]([CH2:15][OH:16])[cH:10][cH:11]1)[C:6]2=[O:20]. Run in C(Cl)Cl (CH2Cl2). Reaction SMILES: [CH2:1]([O:3][C:4]1[CH:5]=[C:6]([CH:10]=[CH:11][C:12]=1[O:13][CH2:14][CH3:15])[C:7](O)=[O:8])[CH3:2].O=S(Cl)[Cl:18]>C(Cl)Cl>[CH2:1]([O:3][C:4]1[CH:5]=[C:6]([CH:10]=[CH:11][C:12]=1[O:13][CH2:14][CH3:15])[C:7]([Cl:18])=[O:8])[CH3:2]. Yields the product C(C)OC=1C=C(C(=O)Cl)C=CC1OCC (3,4-diethoxybenzoylchloride). The reactants are C(C)OC=1C=C(C(=O)O)C=CC1OCC (3,4-diethoxybenzoic acid), O=S(Cl)Cl (SOCl2). Reported procedure: To a stirred solution of 3,4-diethoxybenzoic acid (0.71 mmol, 150 mg) in CH2Cl2 was added SOCl2 at room temperature; the reaction was refluxed for 1.5 h and the mixture concentrated under reduced pressure to yield 3,4-diethoxybenzoylchloride quantitatively. To a stirred suspension of Na2CO3 (1.42 mmol, 150.52 mg) and pyridine-4-carbohydrazide (0.71 mmol, 97 mg) in NMP (0.8 mL) was added a solution of the 3,4-diethoxybenzoylchloride in NMP (0.8 mL) and the reaction was stirred for 12 h at room te... Reactants: N1C(=NC2=C1C=CC=C2)C(=O)C2=CC=C(C=C2)OC2=NC=CN=C2Cl ((1H-benzo[d]imidazol-2-yl)(4-(3-chloropyrazin-2-yloxy)phenyl)methanone), C(C)O (ethanol), C(C)(=O)[O-].[Na+] (sodium acetate). Reagents/catalysts: C1=CC=C(C=C1)P([C-]2C=CC=C2)C3=CC=CC=C3.C1=CC=C(C=C1)P([C-]2C=CC=C2)C3=CC=CC=C3.[Fe+2] (dppf), C(C)(=O)[O-].[Pd+2].C(C)(=O)[O-] (palladium acetate). Run at temperature 135 celsius. Product: N1C(=NC2=C1C=CC=C2)C(=O)C2=CC=C(OC=1C(=NC=CN1)C(=O)OCC)C=C2 (ETHYL 3-(4-(1H-BENZO[D]IMIDAZOLE-2CARBONYL)PHENOXY)PYRAZINE-2-CARBOXYLATE). RXN SMILES: [NH:1]1[C:5]2[CH:6]=[CH:7][CH:8]=[CH:9][C:4]=2[N:3]=[C:2]1[C:10]([C:12]1[CH:17]=[CH:16][C:15]([O:18][C:19]2[C:24](Cl)=[N:23][CH:22]=[CH:21][N:20]=2)=[CH:14][CH:13]=1)=[O:11].[C:26]([O-:29])(=[O:28])C.[Na+].[CH2:31](O)[CH3:32]>C1C=CC(P(C2C=CC=CC=2)[C-]2C=CC=C2)=CC=1.C1C=CC(P(C2C=CC=CC=2)[C-]2C=CC=C2)=CC=1.[Fe+2].C([O-])(=O)C.[Pd+2].C([O-])(=O)C>[NH:1]1[C:5]2[CH:6]=[CH:7][CH:8]=[CH:9][C:4]=2[N:3]=[C:2]1[C:10]([C:12]1[CH:17]=[CH:16][C:15]([O:18][C:19]2[C:24]([C:26]([O:29][CH2:31][CH3:32])=[O:28])=[N:23][CH:22]=[CH:21][N:20]=2)=[CH:14][CH:13]=1)=[O:11] |f:1.2,4.5.6,7.8.9|. Reported procedure: In a 2 L autoclave was added a solution (1H-benzo[d]imidazol-2-yl)(4-(3-chloropyrazin-2-yloxy)phenyl)methanone (5.0 g, 14.2 mmol) in ethanol (150 mL), followed by dppf (0.273 g, 0.42 mmol), palladium acetate (25 mg, 0.11 mmol) and sodium acetate (4.65 g, 56.8 mmol). The autoclave was applied CO(g) 15 kg/cm2 pressure. Then the reaction mixture was heated to 135° C. and maintained at that temperature for 1 h. After cooling to RT, the reaction mixture was concentrated and diluted with water, then e... The reactants are C1(=CC=CC=C1)[C@H](C)NC1=NC=CC(=N1)N1C=NC2=C1C=C(C=C2)N=[N+]=[N-] (2-[(S)-1-phenylethylamino]-4-[6-azidobenzimidazol-1-yl]pyrimidine), C(CCC)[Sn](C#C)(CCCC)CCCC (tributyl-ethynylstannane). Run in O1CCOCC1 (1,4-dioxane). Conditions: temperature 100 celsius, time 48 hour. Product: C1(=CC=CC=C1)[C@H](C)NC1=NC=CC(=N1)N1C=NC2=C1C=C(C=C2)N2N=NC(=C2)[Sn](CCCC)(CCCC)CCCC (2-[(S)-1-phenylethylamino]-4-[6-(4-tributylstannyl-triazol-1-yl)benzimidazol-1-yl]pyrimidine). As a reaction SMILES: [C:1]1([C@@H:7]([NH:9][C:10]2[N:15]=[C:14]([N:16]3[C:20]4[CH:21]=[C:22]([N:25]=[N+:26]=[N-:27])[CH:23]=[CH:24][C:19]=4[N:18]=[CH:17]3)[CH:13]=[CH:12][N:11]=2)[CH3:8])[CH:6]=[CH:5][CH:4]=[CH:3][CH:2]=1.[CH2:28]([Sn:32]([CH2:39][CH2:40][CH2:41][CH3:42])([CH2:35][CH2:36][CH2:37][CH3:38])[C:33]#[CH:34])[CH2:29][CH2:30][CH3:31]>O1CCOCC1>[C:1]1([C@@H:7]([NH:9][C:10]2[N:15]=[C:14]([N:16]3[C:20]4[CH:21]=[C:22]([N:25]5[CH:34]=[C:33]([Sn:32]([CH2:28][CH2:29][CH2:30][CH3:31])([CH2:39][CH2:40][CH2:41][CH3:42])[CH2:35][CH2:36][CH2:37][CH3:38])[N:27]=[N:26]5)[CH:23]=[CH:24][C:19]=4[N:18]=[CH:17]3)[CH:13]=[CH:12][N:11]=2)[CH3:8])[CH:2]=[CH:3][CH:4]=[CH:5][CH:6]=1. Reported procedure: A solution containing 95 mg of 2-[(S)-1-phenylethylamino]-4-[6-azidobenzimidazol-1-yl]pyrimidine and 386 μL tributyl-ethynylstannane in 2 mL 1,4-dioxane was stirred at 100° C. for 48 hours under 1 atm of nitrogen. The solution was concentrated under reduced pressure. The residue was purified by flash chromatography eluting with methanol in methylene chloride to give 139 mg of the title compound. RF: 0.4 (5% MeOH in CH2Cl2). 1H NMR (500 MHz, CD3OD): δ0.91 (t, J=7.4 Hz, 3H), 1.25 (t, J=8.1 Hz, 2H)... Starting materials: ClCCl, O=C(Cl)C(=O)Cl, O=C(O)c1cc(C(F)(F)F)ccc1Cl, CN(C)C=O. Product: COC(=O)c1cc(C(F)(F)F)ccc1Cl. RXN SMILES: [CH2:26]([Cl:27])[Cl:28].[Cl:15][C:16]([C:17]([Cl:18])=[O:19])=[O:20].[Cl:1][c:2]1[c:3]([C:4](=[O:5])[OH:6])[cH:7][c:8]([C:11]([F:12])([F:13])[F:14])[cH:9][cH:10]1.[O:21]=[CH:22][N:23]([CH3:24])[CH3:25]>>[Cl:1][c:2]1[c:3]([C:4](=[O:5])[O:6][CH3:16])[cH:7][c:8]([C:11]([F:12])([F:13])[F:14])[cH:9][cH:10]1.